The task is: describe an organic reaction: reactants, conditions, products, and yield. This data is from the Open Reaction Database (ORD), a public repository of structured organic reaction records. The reactants are C(C)N(C1=CC(=C(C=O)C=C1)O)CC (4-diethylamino-2-hydroxybenzaldehyde), C([O-])([O-])=O.[K+].[K+] (potassium carbonate), C(C1=CC=CC=C1)Br (benzyl bromide). Run in CC(=O)C (acetone). Reaction conditions: time 8 hour. Product: C(C1=CC=CC=C1)OC1=C(C=O)C=CC(=C1)N(CC)CC (2-benzyloxy-4-diethylaminobenzaldehyde). Isolated yield 66.5%. RXN SMILES: [CH2:1]([N:3]([CH2:13][CH3:14])[C:4]1[CH:11]=[CH:10][C:7]([CH:8]=[O:9])=[C:6]([OH:12])[CH:5]=1)[CH3:2].C(=O)([O-])[O-].[K+].[K+].[CH2:21](Br)[C:22]1[CH:27]=[CH:26][CH:25]=[CH:24][CH:23]=1>CC(C)=O>[CH2:21]([O:12][C:6]1[CH:5]=[C:4]([N:3]([CH2:1][CH3:2])[CH2:13][CH3:14])[CH:11]=[CH:10][C:7]=1[CH:8]=[O:9])[C:22]1[CH:27]=[CH:26][CH:25]=[CH:24][CH:23]=1 |f:1.2.3|. Procedure details: To a suspension of 4-diethylamino-2-hydroxybenzaldehyde (300 mg, 1.55 mmol) and potassium carbonate (0.43 g, 3.1 mmol) in 1.6 mL of acetone was added benzyl bromide (300 mg, 1.55 mmol) at 0° C. After being stirred at room temperature overnight, the reaction mixture was filtered to remove inorganic salts. The filtrate was diluted with diethyl ether, and the solution was washed with saturated NaHCO3 aqueous solution, brine, and dried over MgSO4. After filtration, the filtrate was concentrated in v... RXN SMILES: [BH4-:36].[C:38]([O:39][CH2:40][CH3:41])(=[O:42])[CH3:43].[CH3:1][O:2][C:3](=[O:4])[c:5]1[n:6][c:7]2[cH:8][cH:9][cH:10][c:11]([N:15]=[CH:16][C:17]([CH2:18][C:19]([CH3:20])([CH3:21])[c:22]3[c:23]([O:29][CH3:30])[cH:24][cH:25][c:26]([F:28])[cH:27]3)([C:31]([F:32])([F:33])[F:34])[OH:35])[c:12]2[cH:13][cH:14]1.[CH3:44][CH2:45][CH2:46][CH2:47][CH2:48][CH3:49].[CH3:50][OH:51].[Na+:37]>>[CH3:1][O:2][C:3](=[O:4])[c:5]1[n:6][c:7]2[cH:8][cH:9][cH:10][c:11]([NH:15][CH2:16][C:17]([CH2:18][C:19]([CH3:20])([CH3:21])[c:22]3[c:23]([O:29][CH3:30])[cH:24][cH:25][c:26]([F:28])[cH:27]3)([C:31]([F:32])([F:33])[F:34])[OH:35])[c:12]2[cH:13][cH:14]1. The reactants are [BH4-], CCOC(C)=O, COC(=O)c1ccc2c(N=CC(O)(CC(C)(C)c3cc(F)ccc3OC)C(F)(F)F)cccc2n1, CCCCCC, CO, [Na+]. The product is COC(=O)c1ccc2c(NCC(O)(CC(C)(C)c3cc(F)ccc3OC)C(F)(F)F)cccc2n1. Starting materials: FC=1C=C(C=CC1)C1=CC=C(C=N1)C(=O)O (6-(3-Fluorophenyl)-3-pyridinecarboxylic acid), S(=O)(Cl)Cl (thionyl chloride). Solvent: O1CCOCC1 (dioxane). The product is FC=1C=C(C=CC1)C1=CC=C(C=N1)C(=O)Cl (6-(3-fluorophenyl)-3-pyridinecarbonyl chloride). Isolated yield 99.3%. Reaction SMILES: [F:1][C:2]1[CH:3]=[C:4]([C:8]2[N:13]=[CH:12][C:11]([C:14]([OH:16])=O)=[CH:10][CH:9]=2)[CH:5]=[CH:6][CH:7]=1.S(Cl)([Cl:19])=O>O1CCOCC1>[F:1][C:2]1[CH:3]=[C:4]([C:8]2[N:13]=[CH:12][C:11]([C:14]([Cl:19])=[O:16])=[CH:10][CH:9]=2)[CH:5]=[CH:6][CH:7]=1. Procedure: 6-(3-Fluorophenyl)-3-pyridinecarboxylic acid (82 mg, 0.376 mmol) was stirred in dioxane (4 mL) and thionyl chloride (0.137 mL, 1.88 mmol) added dropwise. The reaction mixture was heated at reflux for 40 min then concentrated in vacuo to give 6-(3-fluorophenyl)-3-pyridinecarbonyl chloride as a white solid (0.088 g) which was used directly in step 2. Starting materials: C1COCCO1, C[Zn]C, CC(C)(C)OC(=O)N1CCC(c2nc(-c3cccc(NS(=O)(=O)c4ccoc4)c3F)c(-c3ccnc(Cl)n3)s2)CC1. The product is Cc1nccc(-c2sc(C3CCN(C(=O)OC(C)(C)C)CC3)nc2-c2cccc(NS(=O)(=O)c3ccoc3)c2F)n1. As a reaction SMILES: [CH2:45]1[O:46][CH2:47][CH2:48][O:49][CH2:50]1.[CH3:42][Zn:43][CH3:44].[Cl:1][c:2]1[n:3][cH:4][cH:5][c:6](-[c:8]2[c:9](-[c:26]3[c:27]([F:41])[c:28]([NH:32][S:33](=[O:34])(=[O:35])[c:36]4[cH:37][o:38][cH:39][cH:40]4)[cH:29][cH:30][cH:31]3)[n:10][c:11]([CH:13]3[CH2:14][CH2:15][N:16]([C:19](=[O:20])[O:21][C:22]([CH3:23])([CH3:24])[CH3:25])[CH2:17][CH2:18]3)[s:12]2)[n:7]1>>[c:2]1([CH3:42])[n:3][cH:4][cH:5][c:6](-[c:8]2[c:9](-[c:26]3[c:27]([F:41])[c:28]([NH:32][S:33](=[O:34])(=[O:35])[c:36]4[cH:37][o:38][cH:39][cH:40]4)[cH:29][cH:30][cH:31]3)[n:10][c:11]([CH:13]3[CH2:14][CH2:15][N:16]([C:19](=[O:20])[O:21][C:22]([CH3:23])([CH3:24])[CH3:25])[CH2:17][CH2:18]3)[s:12]2)[n:7]1. Starting materials: N1C=NC2=C1C=C(C=C2)C2=NOC(=N2)C=2C=CC(=C(C=O)C2)OC(C(F)(F)F)C (5-[3-(1H-benzimidazol-6-yl)-1,2,4-oxadiazol-5-yl]-2-(2,2,2-trifluoro-1-methylethoxy)benzaldehyde), [BH4-].[Na+] (NaBH4), [NH4+].[Cl-] (NH4Cl). Run in C(C)O (ethanol). Run at time 0.5 hour. The product is Cl.N1C=NC2=C1C=CC(=C2)C2=NOC(=N2)C=2C=CC(=C(C2)CO)OC(C(F)(F)F)C ([5-[3-(1H-benzimidazol-5-yl)-1,2,4-oxadiazol-5-yl]-2-(2,2,2-trifluoro-1-methylethoxy)phenyl]methanol hydrochloride). RXN SMILES: [NH:1]1[C:5]2[CH:6]=[C:7]([C:10]3[N:14]=[C:13]([C:15]4[CH:16]=[CH:17][C:18]([O:23][CH:24]([CH3:29])[C:25]([F:28])([F:27])[F:26])=[C:19]([CH:22]=4)[CH:20]=[O:21])[O:12][N:11]=3)[CH:8]=[CH:9][C:4]=2[N:3]=[CH:2]1.[BH4-].[Na+].[NH4+].[Cl-:33]>C(O)C>[ClH:33].[NH:3]1[C:4]2[CH:9]=[CH:8][C:7]([C:10]3[N:14]=[C:13]([C:15]4[CH:16]=[CH:17][C:18]([O:23][CH:24]([CH3:29])[C:25]([F:27])([F:28])[F:26])=[C:19]([CH2:20][OH:21])[CH:22]=4)[O:12][N:11]=3)=[CH:6][C:5]=2[N:1]=[CH:2]1 |f:1.2,3.4,6.7|. Reported procedure: To a solution of 5-[3-(1H-benzimidazol-6-yl)-1,2,4-oxadiazol-5-yl]-2-(2,2,2-trifluoro-1-methylethoxy)benzaldehyde (80 mg) in ethanol (3 ml) was added NaBH4 (9 mg) at 0° C. After stirring at room temperature for 0.5 hour, a saturated NH4Cl solution (10 ml) was added thereto, followed by extraction with EtOAc (20 ml). The organic layer was washed with saturated brine, dried over anhydrous MgSO4, and then filtered, and the filtrate was concentrated. To a solution of the residue (78 mg) in dioxane w... Reactants: FC=1C=C(C=CC1OCC1CCN(CC1)C(=O)OC(C)(C)C)C1=CC=C(C=C1)S(=O)(=O)C (1,1-Dimethylethyl 4-({[3-fluoro-4′-(methylsulfonyl)-4-biphenylyl]oxy}methyl)-1-piperidinecarboxylate), Cl (HCl), Cl (HCl). Solvent: O1CCOCC1 (1,4-dioxane), CCOCC (ether), CCOCC (ether), O1CCOCC1 (1,4-dioxane). Yields the product Cl.FC=1C=C(C=CC1OCC1CCNCC1)C1=CC=C(C=C1)S(=O)(=O)C (4-({[3-Fluoro-4′-(methylsulfonyl)-4-biphenylyl]oxy}methyl)piperidine hydrochloride). The yield is 88.0%. Reaction SMILES: [F:1][C:2]1[CH:3]=[C:4]([C:23]2[CH:28]=[CH:27][C:26]([S:29]([CH3:32])(=[O:31])=[O:30])=[CH:25][CH:24]=2)[CH:5]=[CH:6][C:7]=1[O:8][CH2:9][CH:10]1[CH2:15][CH2:14][N:13](C(OC(C)(C)C)=O)[CH2:12][CH2:11]1.[ClH:33]>O1CCOCC1.CCOCC>[ClH:33].[F:1][C:2]1[CH:3]=[C:4]([C:23]2[CH:24]=[CH:25][C:26]([S:29]([CH3:32])(=[O:30])=[O:31])=[CH:27][CH:28]=2)[CH:5]=[CH:6][C:7]=1[O:8][CH2:9][CH:10]1[CH2:15][CH2:14][NH:13][CH2:12][CH2:11]1 |f:4.5|. Reported procedure: 4-({[3-Fluoro-4′-(methylsulfonyl)-4-biphenylyl]oxy}methyl)piperidine hydrochloride (0.23 g, 88%) was prepared as a white solid from 1,1-dimethylethyl 4-({[3-fluoro-4′-(methylsulfonyl)-4-biphenylyl]oxy}methyl)-1-piperidinecarboxylate (Example 64, 0.30 g, 0.65 mmol), 1,4-dioxane (12 mL), ether (9 mL), 4.0M HCl in 1,4-dioxane (9 mL) and 2M HCl in ether (9 mL) in a manner similar to Example 66, Step 1. 1H NMR (400 MHz, CD3OD): δ 7.99 (d, 2H, J=8.5 Hz), 7.84 (d, 2H, J=8.5 Hz), 7.55-7.45 (m, 2H), 7.25... The reactants are CCCC(Br)C(=O)OCC, O=C([O-])[O-], CCC(C)=O, Oc1ccc2c(-c3ccc(Cl)cc3)noc2c1, Cl, [K+], [K+]. Yields the product CCCC(Oc1ccc2c(-c3ccc(Cl)cc3)noc2c1)C(=O)OCC. Reaction SMILES: [Br:24][CH:25]([C:26](=[O:27])[O:28][CH2:29][CH3:30])[CH2:31][CH2:32][CH3:33].[C:18](=[O:19])([O-:20])[O-:21].[CH3:35][C:36]([CH2:37][CH3:38])=[O:39].[Cl:1][c:2]1[cH:3][cH:4][c:5](-[c:8]2[n:9][o:10][c:11]3[c:12]2[cH:13][cH:14][c:15]([OH:17])[cH:16]3)[cH:6][cH:7]1.[ClH:34].[K+:22].[K+:23]>>[Cl:1][c:2]1[cH:3][cH:4][c:5](-[c:8]2[n:9][o:10][c:11]3[c:12]2[cH:13][cH:14][c:15]([O:17][CH:25]([C:26](=[O:27])[O:28][CH2:29][CH3:30])[CH2:31][CH2:32][CH3:33])[cH:16]3)[cH:6][cH:7]1.